From a dataset of the Open Reaction Database (ORD), a public repository of structured organic reaction records. describe an organic reaction: reactants, conditions, products, and yield Reactants: C(C)OC(CSC1=CN=C(S1)NC(=O)N(C1=CC(=CC=C1)NS(=O)(=O)C)CC1CCCC1)=O ({2-[3-cyclopentylmethyl-3-(3-methanesulfonylaminophenyl)-ureido]-thiazol-5-ylsulfanyl}-acetic acid ethyl ester), C1(CCCC1)C=O (cyclopentanecarbaldehyde), C(C)OC(CSC1=CN=C(S1)N)=O ((2-amino-thiazol-5-ylsulfanyl)acetic acid ethyl ester), C1(CCCC1)CN(C(NC=1SC=C(N1)CC(=O)O)=O)C1=CC(=C(C=C1)F)F ({2-[3-cyclopentylmethyl-3-(3,4-difluoro-phenyl)-ureido]-thiazol-4-yl}-acetic acid), NC=1C=C(C=CC1)NS(=O)(=O)C (N-(3-Amino-phenyl)-methanesulfonamide). Product: C1(CCCC1)N(C(N(C=1SC(=CN1)SCC(=O)O)C)=O)C1=CC(=CC=C1)NS(=O)(=O)C ({2-[3-Cyclopentyl methyl-3-(3-methanesulfonylamino-phenyl)-ureido]-thiazol-5-ylsulfanyl}-acetic acid). Reaction SMILES: C([O:3][C:4](=[O:33])[CH2:5][S:6][C:7]1[S:11][C:10]([NH:12][C:13]([N:15]([CH2:27][CH:28]2C[CH2:31][CH2:30][CH2:29]2)[C:16]2[CH:21]=[CH:20][CH:19]=[C:18]([NH:22][S:23]([CH3:26])(=[O:25])=[O:24])[CH:17]=2)=[O:14])=[N:9][CH:8]=1)C.[CH:34]1(CN(C2C=CC(F)=C(F)C=2)C(=O)NC2SC=C(CC(O)=O)N=2)CCCC1.NC1C=C(NS(C)(=O)=O)C=CC=1.C1(C=O)CCCC1.C(OC(=O)CSC1SC(N)=NC=1)C>>[CH:27]1([N:15]([C:16]2[CH:21]=[CH:20][CH:19]=[C:18]([NH:22][S:23]([CH3:26])(=[O:24])=[O:25])[CH:17]=2)[C:13](=[O:14])[N:12]([CH3:34])[C:10]2[S:11][C:7]([S:6][CH2:5][C:4]([OH:3])=[O:33])=[CH:8][N:9]=2)[CH2:31][CH2:30][CH2:29][CH2:28]1. Reported procedure: The title compound was prepared via {2-[3-cyclopentylmethyl-3-(3-methanesulfonylaminophenyl)-ureido]-thiazol-5-ylsulfanyl}-acetic acid ethyl ester in a similar manner as described for the synthesis of {2-[3-cyclopentylmethyl-3-(3,4-difluoro-phenyl)-ureido]-thiazol-4-yl}-acetic acid, using N-(3-Amino-phenyl)-methanesulfonamide, cyclopentanecarbaldehyde and (2-amino-thiazol-5-ylsulfanyl)acetic acid ethyl ester. Reactants: C(C)(=O)C1=C(C=C(C=C1)C(F)(F)F)N(C(CC(=O)OCC)=O)C1CCOCC1 (ethyl 3-((2-acetyl-5-(trifluoromethyl)phenyl)-(tetrahydro-2H-pyran-4-yl)amino)-3-oxopropanoate), [H-].[Na+] (NaH). Solvent: C(C)O (ethanol). Reaction conditions: time 30 minute. Product: CC1=C(C(N(C2=CC(=CC=C12)C(F)(F)F)C1CCOCC1)=O)C(=O)OCC (ethyl 4-methyl-2-oxo-1-(tetrahydro-2H-pyran-4-yl)-7-(trifluoromethyl)-1,2-dihydroquinoline-3-carboxylate). The yield is 62.8%. Reaction SMILES: [C:1]([C:4]1[CH:9]=[CH:8][C:7]([C:10]([F:13])([F:12])[F:11])=[CH:6][C:5]=1[N:14]([CH:23]1[CH2:28][CH2:27][O:26][CH2:25][CH2:24]1)[C:15](=[O:22])[CH2:16][C:17]([O:19][CH2:20][CH3:21])=[O:18])(=O)[CH3:2].[H-].[Na+]>C(O)C>[CH3:2][C:1]1[C:4]2[C:5](=[CH:6][C:7]([C:10]([F:13])([F:11])[F:12])=[CH:8][CH:9]=2)[N:14]([CH:23]2[CH2:28][CH2:27][O:26][CH2:25][CH2:24]2)[C:15](=[O:22])[C:16]=1[C:17]([O:19][CH2:20][CH3:21])=[O:18] |f:1.2|. Reported procedure: To a stirred solution of 550 mg (1.37 mmol) ethyl 3-((2-acetyl-5-(trifluoromethyl)phenyl)-(tetrahydro-2H-pyran-4-yl)amino)-3-oxopropanoate in ethanol (5 ml) was added 60 mg (1.51 mmol, 60% suspension in mineral oil) NaH at 0° C. The reaction mixture was stirred at RT for 30 min. Then the mixture was evaporated to dryness, the residue was diluted with water (10 ml) and acidified with 2N HCl to pH ˜3. The aq. part was extracted with ethyl acetate (3×10 ml). The combined organic layers were washed ... Reported procedure: By reacting 1-(4-(4-(8-oxa-3-azabicyclo[3.2.1]octan-3-yl)-6-(4-oxopiperidin-1-yl)-1,3,5-triazin-2-yl)phenyl)-3-(pyridin-4-yl)urea.TFA (50 mg) with 1-(2-aminoethyl)pyrrolidine (0.030 mL) and following the procedure as mentioned in Experimental 118, the title product was isolated as its tri-TFA salt; MS (ES+) 599.8 (M+H)+. Starting materials: NCCN1CCCC1 (1-(2-aminoethyl)pyrrolidine), C12CN(CC(CC1)O2)C2=NC(=NC(=N2)N2CCC(CC2)=O)C2=CC=C(C=C2)NC(=O)NC2=CC=NC=C2 (1-(4-(4-(8-oxa-3-azabicyclo[3.2.1]octan-3-yl)-6-(4-oxopiperidin-1-yl)-1,3,5-triazin-2-yl)phenyl)-3-(pyridin-4-yl)urea), C(=O)(C(F)(F)F)O (TFA). As a reaction SMILES: [CH:1]12[O:8][CH:5]([CH2:6][CH2:7]1)[CH2:4][N:3]([C:9]1[N:14]=[C:13]([N:15]3[CH2:20][CH2:19][C:18](=O)[CH2:17][CH2:16]3)[N:12]=[C:11]([C:22]3[CH:27]=[CH:26][C:25]([NH:28][C:29]([NH:31][C:32]4[CH:37]=[CH:36][N:35]=[CH:34][CH:33]=4)=[O:30])=[CH:24][CH:23]=3)[N:10]=1)[CH2:2]2.[C:38]([OH:44])([C:40](F)(F)F)=O.[NH2:45][CH2:46][CH2:47]N1CCCC1>>[N:45]1([CH:18]2[CH2:17][CH2:16][N:15]([C:13]3[N:14]=[C:9]([N:3]4[CH2:2][CH:1]5[O:8][CH:5]([CH2:6][CH2:7]5)[CH2:4]4)[N:10]=[C:11]([C:22]4[CH:23]=[CH:24][C:25]([NH:28][C:29]([NH:31][C:32]5[CH:37]=[CH:36][N:35]=[CH:34][CH:33]=5)=[O:30])=[CH:26][CH:27]=4)[N:12]=3)[CH2:20][CH2:19]2)[CH2:40][CH2:38][O:44][CH2:47][CH2:46]1. Yields the product N1(CCOCC1)C1CCN(CC1)C1=NC(=NC(=N1)N1CC2CCC(C1)O2)C2=CC=C(C=C2)NC(=O)NC2=CC=NC=C2 (1-{4-[4-(4-morpholin-4-ylpiperidin-1-yl)-6-(8-oxa-3-azabicyclo[3.2.1]oct-3-yl)-1,3,5-triazin-2-yl]phenyl}-3-pyridin-4-ylurea), tri-TFA. Starting materials: CCOC(=O)CCCOCC(=O)OCC, CC(C)(C)[O-], Cc1ccccc1, Cl, [K+], C1CCOC1. Yields the product CCOC(=O)C1CCOCC1=O. RXN SMILES: [CH2:1]([CH3:2])[O:3][C:4]([CH2:5][CH2:6][CH2:7][O:8][CH2:9][C:10](=[O:11])[O:12][CH2:13][CH3:14])=[O:15].[CH3:16][C:17]([CH3:18])([O-:19])[CH3:20].[CH3:28][c:29]1[cH:30][cH:31][cH:32][cH:33][cH:34]1.[ClH:27].[K+:21].[O:22]1[CH2:23][CH2:24][CH2:25][CH2:26]1>>[CH2:1]([CH3:2])[O:3][C:4]([CH:5]1[CH2:6][CH2:7][O:8][CH2:9][C:10]1=[O:11])=[O:15].